This data is from the Open Reaction Database (ORD), a public repository of structured organic reaction records. The task is: describe an organic reaction: reactants, conditions, products, and yield Reactants: COc1ccc2ncc([N+](=O)[O-])cc2c1, ClC(Cl)Cl. Product: COc1ccc2ncc(N)cc2c1. As a reaction SMILES: [CH3:1][O:2][c:3]1[cH:4][c:5]2[cH:6][c:7]([N+:13]([O-:14])=[O:15])[cH:8][n:9][c:10]2[cH:11][cH:12]1.[Cl:16][CH:17]([Cl:18])[Cl:19]>>[CH3:1][O:2][c:3]1[cH:4][c:5]2[cH:6][c:7]([NH2:13])[cH:8][n:9][c:10]2[cH:11][cH:12]1. Starting materials: CC(C)(C)NS(=O)(=O)CCCCl, C1CCOC1, [Li]CCCC, CI, CCCCCC. The product is CC(C)(C)NS(=O)(=O)C1(C)CC1. RXN SMILES: [C:1]([CH3:2])([CH3:3])([CH3:4])[NH:5][S:6](=[O:7])(=[O:8])[CH2:9][CH2:10][CH2:11][Cl:12].[CH2:26]1[O:27][CH2:28][CH2:29][CH2:30]1.[CH3:13][CH2:14][CH2:15][CH2:16][Li:17].[CH3:18][I:19].[CH3:20][CH2:21][CH2:22][CH2:23][CH2:24][CH3:25]>>[C:1]([CH3:2])([CH3:3])([CH3:4])[NH:5][S:6](=[O:7])(=[O:8])[C:9]1([CH3:13])[CH2:10][CH2:11]1. The reactants are C1(=CC=CC=C1)C(OC1CCN(CC1)CCCNC=1C=CC=2N(N1)C(NN2)=O)C2=CC=CC=C2 (6-[3-[4-(diphenylmethoxy)piperidino]propylamino][1,2,4]triazolo[4,3-b]pyridazin-3(2H)-one), ice water, [H-].[Na+] (sodium hydride), BrCC(=O)OCC (ethyl bromoacetate). The solvent is CN(C=O)C (N,N-dimethylformamide). Reaction conditions: time 1 hour. Yields the product C1(=CC=CC=C1)C(OC1CCN(CC1)CCCNC=1C=CC=2N(N1)C(N(N2)CC(=O)OCC)=O)C2=CC=CC=C2 (ethyl 2-[6-[3-[4-(Diphenylmethoxy)piperidino]propylamino]-3-oxo[1,2,4]triazolo[4,3-b]pyridazin-2(3H)-yl]acetate). Reaction SMILES: [C:1]1([CH:7]([C:29]2[CH:34]=[CH:33][CH:32]=[CH:31][CH:30]=2)[O:8][CH:9]2[CH2:14][CH2:13][N:12]([CH2:15][CH2:16][CH2:17][NH:18][C:19]3[CH:20]=[CH:21][C:22]4[N:23]([C:25](=[O:28])[NH:26][N:27]=4)[N:24]=3)[CH2:11][CH2:10]2)[CH:6]=[CH:5][CH:4]=[CH:3][CH:2]=1.[H-].[Na+].Br[CH2:38][C:39]([O:41][CH2:42][CH3:43])=[O:40]>CN(C)C=O>[C:29]1([CH:7]([C:1]2[CH:6]=[CH:5][CH:4]=[CH:3][CH:2]=2)[O:8][CH:9]2[CH2:10][CH2:11][N:12]([CH2:15][CH2:16][CH2:17][NH:18][C:19]3[CH:20]=[CH:21][C:22]4[N:23]([C:25](=[O:28])[N:26]([CH2:38][C:39]([O:41][CH2:42][CH3:43])=[O:40])[N:27]=4)[N:24]=3)[CH2:13][CH2:14]2)[CH:34]=[CH:33][CH:32]=[CH:31][CH:30]=1 |f:1.2|. Reported procedure: 0.550 g of 6-[3-[4-(diphenylmethoxy)piperidino]propylamino][1,2,4]triazolo[4,3-b]pyridazin-3(2H)-one was suspended in 3 ml of N,N-dimethylformamide; 0.058 g of 60% oily sodium hydride was added, followed by stirring at room temperature for 1 hour. Under ice cooling, 0.160 ml of ethyl bromoacetate was added, followed by stirring at room temperature for 2 hours. After ice water was added, the reaction mixture was extracted with ethyl acetate; the extract was washed with saturated saline and dried ...